Dataset: the Open Reaction Database (ORD), a public repository of structured organic reaction records. Task: describe an organic reaction: reactants, conditions, products, and yield The solvent is N1=CC=CC=C1 (pyridine). Starting materials: CC1=NN=C2N1C1=C(N(C(C2)=O)C2=CC=CC=C2)C=C(C=C1)N (1-methyl-8-amino-6-phenyl-4H-s-triazolo[4,3-a][1,5]benzodiazepin-5-one), C(C)(=O)OC(C)=O (acetic anhydride). Procedure: 3.47 g of 1-methyl-8-amino-6-phenyl-4H-s-triazolo[4,3-a][1,5]benzodiazepin-5-one and 1.02 g of acetic anhydride in 50 ml pyridine is stirred for 12 hours then refluxed for 30 minutes. The reaction is evaporated; the residue is taken up in chloroform, washed with dilute aqueous sodium bicarbonate, with water and dried. The solvent is evaporated to give the title compound. Reaction SMILES: [CH3:1][C:2]1[N:6]2[C:7]3[CH:22]=[CH:21][C:20]([NH2:23])=[CH:19][C:8]=3[N:9]([C:13]3[CH:18]=[CH:17][CH:16]=[CH:15][CH:14]=3)[C:10](=[O:12])[CH2:11][C:5]2=[N:4][N:3]=1.[C:24](OC(=O)C)(=[O:26])[CH3:25]>N1C=CC=CC=1>[CH3:1][C:2]1[N:6]2[C:7]3[CH:22]=[CH:21][C:20]([NH:23][C:24](=[O:26])[CH3:25])=[CH:19][C:8]=3[N:9]([C:13]3[CH:18]=[CH:17][CH:16]=[CH:15][CH:14]=3)[C:10](=[O:12])[CH2:11][C:5]2=[N:4][N:3]=1. Yields the product CC1=NN=C2N1C1=C(N(C(C2)=O)C2=CC=CC=C2)C=C(C=C1)NC(C)=O (1-Methyl-8-acetamido-6-phenyl-4H-s-triazolo[4,3-a][1,5]benzodiazepin-5-one). Starting materials: [OH-].[Na+] (sodium hydroxide), Cl (hydrochloric acid), O1C(=CC=C1)C=1OC(=C(N1)COC1=CC=C(CN2N=C(C(=C2)CCC(=O)OCC)OS(=O)(=O)C(F)(F)F)C=C1)C (ethyl 3-[1-[4-[2-(2-furyl)-5-methyl-4-oxazolylmethoxy)benzyl]-3-trifluoromethanesulfonyloxy-1H-pyrazol-4-yl]propionate), FC(C1=CC=C(C=C1)B(O)O)(F)F (4-trifluoromethylphenylboronic acid), C([O-])([O-])=O.[Na+].[Na+] (sodium carbonate). Reagents/catalysts: C=1C=CC(=CC1)[P](C=2C=CC=CC2)(C=3C=CC=CC3)[Pd]([P](C=4C=CC=CC4)(C=5C=CC=CC5)C=6C=CC=CC6)([P](C=7C=CC=CC7)(C=8C=CC=CC8)C=9C=CC=CC9)[P](C=1C=CC=CC1)(C=1C=CC=CC1)C=1C=CC=CC1 (Tetrakis(triphenylphosphine)palladium). Run in O1CCCC1 (tetrahydrofuran), C(C)O (ethanol), C(C)(=O)OCC (Ethyl acetate), C1(=CC=CC=C1)C (toluene), C(C)O (ethanol). Product: O1C(=CC=C1)C=1OC(=C(N1)COC1=CC=C(CN2N=C(C(=C2)CCC(=O)O)C2=CC=C(C=C2)C(F)(F)F)C=C1)C (3-[1-[4-[2-(2-furyl)-5-methyl-4-oxazolylmethoxy)benzyl]-3-(4-trifluoromethylphenyl)-1H-pyrazol-4-yl]propionic acid). Yield: 28.8%. Reaction SMILES: [O:1]1[CH:5]=[CH:4][CH:3]=[C:2]1[C:6]1[O:7][C:8]([CH3:40])=[C:9]([CH2:11][O:12][C:13]2[CH:39]=[CH:38][C:16]([CH2:17][N:18]3[CH:22]=[C:21]([CH2:23][CH2:24][C:25]([O:27]CC)=[O:26])[C:20](OS(C(F)(F)F)(=O)=O)=[N:19]3)=[CH:15][CH:14]=2)[N:10]=1.[F:41][C:42]([F:53])([F:52])[C:43]1[CH:48]=[CH:47][C:46](B(O)O)=[CH:45][CH:44]=1.C(=O)([O-])[O-].[Na+].[Na+].[OH-].[Na+].Cl>C1C=CC([P]([Pd]([P](C2C=CC=CC=2)(C2C=CC=CC=2)C2C=CC=CC=2)([P](C2C=CC=CC=2)(C2C=CC=CC=2)C2C=CC=CC=2)[P](C2C=CC=CC=2)(C2C=CC=CC=2)C2C=CC=CC=2)(C2C=CC=CC=2)C2C=CC=CC=2)=CC=1.O1CCCC1.C(O)C.C(OCC)(=O)C.C1(C)C=CC=CC=1>[O:1]1[CH:5]=[CH:4][CH:3]=[C:2]1[C:6]1[O:7][C:8]([CH3:40])=[C:9]([CH2:11][O:12][C:13]2[CH:39]=[CH:38][C:16]([CH2:17][N:18]3[CH:22]=[C:21]([CH2:23][CH2:24][C:25]([OH:27])=[O:26])[C:20]([C:46]4[CH:47]=[CH:48][C:43]([C:42]([F:53])([F:52])[F:41])=[CH:44][CH:45]=4)=[N:19]3)=[CH:15][CH:14]=2)[N:10]=1 |f:2.3.4,5.6,^1:66,68,87,106|. Procedure details: Tetrakis(triphenylphosphine)palladium (990 mg) was added to a mixture of ethyl 3-[1-[4-[2-(2-furyl)-5-methyl-4-oxazolylmethoxy)benzyl]-3-trifluoromethanesulfonyloxy-1H-pyrazol-4-yl]propionate (2.50 g), 4-trifluoromethylphenylboronic acid (1.23 g), 2N aqueous sodium carbonate solution (6.5 ml), ethanol (7 ml), and toluene (100 ml). This mixture was refluxed under an argon atmosphere for 13 hours. Ethyl acetate was added to this reaction mixture, which was washed with saturated aqueous sodium chlo...